From a dataset of the Open Reaction Database (ORD), a public repository of structured organic reaction records. describe an organic reaction: reactants, conditions, products, and yield Reactants: C(=O)O (formic acid), O (water), O1CCOC12CCC(CC2)[C@@H]2CC[C@@H]1[C@H](OC3=C1C=CC(=C3F)OCC)C2 ((±)-(3R*,4aR*,9bS*)-3-(1,4-dioxaspiro[4.5]dec-8-yl)-7-ethoxy-6-fluoro-1,2,3,4,4a,9b-hexahydrodibenzofuran). Run in C1(=CC=CC=C1)C (toluene). Reaction conditions: time 18 hour. The product is C(C)OC1=C(C2=C([C@H]3[C@H](O2)C[C@@H](CC3)C3CCC(CC3)=O)C=C1)F ((±)-4-((3R*,4aR*,9bS*)-7-ethoxy-6-fluoro-1,2,3,4,4a,9b-hexahydrodibenzofuran-3-yl)cyclohexanone). Reaction SMILES: O1[C:5]2([CH2:10][CH2:9][CH:8]([C@H:11]3[CH2:27][C@H:15]4[O:16][C:17]5[C:22]([F:23])=[C:21]([O:24][CH2:25][CH3:26])[CH:20]=[CH:19][C:18]=5[C@@H:14]4[CH2:13][CH2:12]3)[CH2:7][CH2:6]2)[O:4]CC1.C(O)=O.O>C1(C)C=CC=CC=1>[CH2:25]([O:24][C:21]1[CH:20]=[CH:19][C:18]2[C@@H:14]3[CH2:13][CH2:12][C@@H:11]([CH:8]4[CH2:9][CH2:10][C:5](=[O:4])[CH2:6][CH2:7]4)[CH2:27][C@H:15]3[O:16][C:17]=2[C:22]=1[F:23])[CH3:26]. Reported procedure: 13.3 g (35.3 mmol) of (±)-(3R*,4aR*,9bS*)-3-(1,4-dioxaspiro[4.5]dec-8-yl)-7-ethoxy-6-fluoro-1,2,3,4,4a,9b-hexahydrodibenzofuran are dissolved in 200 ml of toluene and stirred vigorously together with 40 ml (1.06 mol) of formic acid with addition of 1.0 ml (55.6 mmol) of water. After 18 h, the organic phase is separated off, and the formic acid is extracted with toluene. The combined organic phases are washed successively with water, sat. sodium hydrogencarbonate solution and sat. sodium chloride... The reactants are OC(=O)C(F)(F)F.BrC=1C=C2C(=CC1)OC(CC21N=C(N(O1)C)N)C1=CC=CC=C1 (6-bromo-2′-methyl-2-phenyl-2′H-spiro[chroman-4,5′-[1,2,4]oxadiazol]-3′-amine TFA salt), N1=CC(=CC=C1)B(O)O (3-pyridineboronic acid), C(=O)([O-])[O-].[Cs+].[Cs+] (Cs2CO3). The reagents and catalysts are Cl[Pd]([P](C1=CC=CC=C1)(C2=CC=CC=C2)C3=CC=CC=C3)([P](C4=CC=CC=C4)(C5=CC=CC=C5)C6=CC=CC=C6)Cl (PdCl2(PPh3)2). Run in O1CCOCC1 (1,4-dioxane), O (H2O). Run at temperature 100 celsius. Product: CN1OC2(N=C1N)CC(OC1=CC=C(C=C12)C=1C=NC=CC1)C1=CC=CC=C1 (2′-methyl-2-phenyl-6-(pyridin-3-yl)-2′H-spiro[chroman-4,5′-[1,2,4]oxadiazol]-3′-amine). The yield is 35.1%. Reaction SMILES: OC(C(F)(F)F)=O.Br[C:9]1[CH:10]=[C:11]2[C:18]3([O:22][N:21]([CH3:23])[C:20]([NH2:24])=[N:19]3)[CH2:17][CH:16]([C:25]3[CH:30]=[CH:29][CH:28]=[CH:27][CH:26]=3)[O:15][C:12]2=[CH:13][CH:14]=1.[N:31]1[CH:36]=[CH:35][CH:34]=[C:33](B(O)O)[CH:32]=1.C([O-])([O-])=O.[Cs+].[Cs+]>O1CCOCC1.O.Cl[Pd](Cl)([P](C1C=CC=CC=1)(C1C=CC=CC=1)C1C=CC=CC=1)[P](C1C=CC=CC=1)(C1C=CC=CC=1)C1C=CC=CC=1>[CH3:23][N:21]1[C:20]([NH2:24])=[N:19][C:18]2([C:11]3[C:12](=[CH:13][CH:14]=[C:9]([C:33]4[CH:32]=[N:31][CH:36]=[CH:35][CH:34]=4)[CH:10]=3)[O:15][CH:16]([C:25]3[CH:30]=[CH:29][CH:28]=[CH:27][CH:26]=3)[CH2:17]2)[O:22]1 |f:0.1,3.4.5,^1:55,74|. Procedure details: To a solution of 6-bromo-2′-methyl-2-phenyl-2′H-spiro[chroman-4,5′-[1,2,4]oxadiazol]-3′-amine TFA salt (65 mg, 0.13 mmol), 3-pyridineboronic acid (64 mg, 0.52 mmol) and Cs2CO3 (127 mg, 0.39 mmol) in 1,4-dioxane (3 mL) and H2O (0.5 mL) in a 10 mL CEM microwave test tube was added PdCl2(PPh3)2 (10 mg). After degassing by purging with N2, the mixture was heated to 100° C. for 5 min in a CEM microwave reactor. The solvent was removed under reduced pressure and the residue was purified by preparative... Starting materials: ClC1=NC=CC(=C1)C1=NN(C2=C1C(=NC=C2)OC)C(C2=CC=CC=C2)(C2=CC=CC=C2)C2=CC=CC=C2 (3-(2-chloropyridin-4-yl)-4-methoxy-1-trityl-1H-pyrazolo[4,3-c]pyridine), CN1N=CC(=C1)B1OC(C(O1)(C)C)(C)C (1-methyl-4-(4,4,5,5-tetramethyl-1,3,2-dioxaborolan-2-yl)-1H-pyrazole). The product is COC1=NC=CC2=C1C(=NN2)C2=CC(=NC=C2)C=2C=NN(C2)C (4-Methoxy-3-(2-(1-methyl-1H-pyrazol-4-yl)pyridin-4-yl)-1H-pyrazolo[4,3-c]pyridine). The yield is 57.0%. RXN SMILES: Cl[C:2]1[CH:7]=[C:6]([C:8]2[C:12]3[C:13]([O:17][CH3:18])=[N:14][CH:15]=[CH:16][C:11]=3[N:10](C(C3C=CC=CC=3)(C3C=CC=CC=3)C3C=CC=CC=3)[N:9]=2)[CH:5]=[CH:4][N:3]=1.[CH3:38][N:39]1[CH:43]=[C:42](B2OC(C)(C)C(C)(C)O2)[CH:41]=[N:40]1>>[CH3:18][O:17][C:13]1[C:12]2[C:8]([C:6]3[CH:5]=[CH:4][N:3]=[C:2]([C:42]4[CH:41]=[N:40][N:39]([CH3:38])[CH:43]=4)[CH:7]=3)=[N:9][NH:10][C:11]=2[CH:16]=[CH:15][N:14]=1. Reported procedure: Prepared according to the procedure described in Example 116, by reacting 3-(2-chloropyridin-4-yl)-4-methoxy-1-trityl-1H-pyrazolo[4,3-c]pyridine with 1-methyl-4-(4,4,5,5-tetramethyl-1,3,2-dioxaborolan-2-yl)-1H-pyrazole to give the title compound (30.5 mg, 57% over two steps). LC-MS (Method G): m/z=307.0 (M+H)+; 3.06 min. 1H-NMR (400 MHz, DMSO): δ 13.89 (br s, 1H), 8.60 (d, J=5.2, 1H), 8.34 (s, 1H), 8.22 (s, 1H), 8.03 (s, 1H), 7.97 (d, J=6.0, 1H), 7.75 (dd, J=5.2, 1.5 Hz, 1H), 7.23 (d, J=6.0, 1H)... The reactants are BrC=1C=C(C=NC1OCC(F)(F)F)N (5-bromo-6-(2,2,2-trifluoro-ethoxy)-pyridin-3-ylamine), C1(=CC=CC=C1)COC(NC1=C(C=C(C=C1)B1OC(C(O1)(C)C)(C)C)Cl)=O (N-[2-chloro-4-(4,4,5,5-tetramethyl-1,3,2-dioxaborolan-2-yl)phenyl]-carbamic acid phenylmethyl ester). The product is C(C1=CC=CC=C1)OC(NC1=C(C=C(C=C1)C=1C(=NC=C(C1)N)OCC(F)(F)F)Cl)=O ({4-[5-Amino-2-(2,2,2-trifluoro-ethoxy)-pyridin-3-yl]-2-chloro-phenyl}-carbamic acid benzyl ester). Reaction SMILES: Br[C:2]1[CH:3]=[C:4]([NH2:14])[CH:5]=[N:6][C:7]=1[O:8][CH2:9][C:10]([F:13])([F:12])[F:11].[C:15]1([CH2:21][O:22][C:23](=[O:41])[NH:24][C:25]2[CH:30]=[CH:29][C:28](B3OC(C)(C)C(C)(C)O3)=[CH:27][C:26]=2[Cl:40])[CH:20]=[CH:19][CH:18]=[CH:17][CH:16]=1>>[CH2:21]([O:22][C:23](=[O:41])[NH:24][C:25]1[CH:30]=[CH:29][C:28]([C:2]2[C:7]([O:8][CH2:9][C:10]([F:13])([F:12])[F:11])=[N:6][CH:5]=[C:4]([NH2:14])[CH:3]=2)=[CH:27][C:26]=1[Cl:40])[C:15]1[CH:20]=[CH:19][CH:18]=[CH:17][CH:16]=1. Reported procedure: The title compound was synthesized in analogy to Example E, using 5-bromo-6-(2,2,2-trifluoro-ethoxy)-pyridin-3-ylamine (example C) and N-[2-chloro-4-(4,4,5,5-tetramethyl-1,3,2-dioxaborolan-2-yl)phenyl]-carbamic acid phenylmethyl ester (CAN 1218791-42-4) as starting materials; MS (EI) 452.1 (M+H)+. Reported procedure: To a solution of dichlorophenoxymethane (1 g) in acetonitrile (10 mL) was added methanesulfonamide (0.39 g) under ice-cooling, and the mixture was stirred at room temperature for 48 hours. The reaction mixture was poured into a saturated aqueous sodium hydrogen carbonate solution, and the resuling mixture was extracted with ethyl acetate. The organic layer was washed with water and brine, and dried over anhydrous magnesium sulfate. The solvent was removed under reduced pressure to give 1-(N-meth... RXN SMILES: C([O:4][C@@H:5]1[C@@H:10]([O:11]C(=O)C)[C@H:9]([O:15]C(=O)C)[C@@H:8]([CH2:19][O:20]C(=O)C)[O:7][C@H:6]1[O:24][C:25]1[C:29]([CH2:30][C:31]2[CH:36]=[CH:35][C:34](OCCN)=[CH:33][C:32]=2[CH3:41])=[C:28]([CH:42]([CH3:44])[CH3:43])[NH:27][N:26]=1)(=O)C.[CH3:45][S:46]([N:49]=[C:50](OC1C=CC=CC=1)OC1C=CC=CC=1)(=[O:48])=[O:47].[NH2:65][CH2:66][CH2:67][OH:68]>O1CCCC1>[C@@H:6]1([O:24][C:25]2[C:29]([CH2:30][C:31]3[CH:36]=[CH:35][C:34]([O:68][CH2:67][CH2:66][NH:65][C:50]([NH:65][CH2:66][CH2:67][OH:68])=[N:49][S:46]([CH3:45])(=[O:47])=[O:48])=[CH:33][C:32]=3[CH3:41])=[C:28]([CH:42]([CH3:43])[CH3:44])[NH:27][N:26]=2)[O:7][C@H:8]([CH2:19][OH:20])[C@@H:9]([OH:15])[C@H:10]([OH:11])[C@H:5]1[OH:4]. The solvent is O1CCCC1 (tetrahydrofuran). Product: [C@@H]1([C@H](O)[C@@H](O)[C@H](O)[C@H](O1)CO)OC1=NNC(=C1CC1=C(C=C(C=C1)OCCNC(=NS(=O)(=O)C)NCCO)C)C(C)C (3-(β-D-Glucopyranosyloxy)-4-[(4-{2-[3-(2-hydroxyethyl)-2-methanesulfonylguanidino]ethoxy}-2-methylphenyl)methyl]-5-isopropyl-1H-pyrazole). Run at time 1 hour. Reactants: C(C)(=O)O[C@H]1[C@@H](O[C@@H]([C@H]([C@@H]1OC(C)=O)OC(C)=O)COC(C)=O)OC1=NNC(=C1CC1=C(C=C(C=C1)OCCN)C)C(C)C (3-(2,3,4,6-tetra-O-acetyl-β-D-glucopyranosyloxy)-4-{[4-(2-aminoethoxy)-2-methylphenyl]methyl}-5-isopropyl-1H-pyrazole), CS(=O)(=O)N=C(OC1=CC=CC=C1)OC1=CC=CC=C1 (1-(N-methanesulfonylimino)-1,1-diphenoxymethane), NCCO (2-aminoethanol). Yield: 76.5%. The reactants are BrCC(=O)C1=C(C=C(C=C1)Cl)Cl (2-bromo-2′,4′-dichloroacetophenone), C[O-].[Na+] (sodium methylate), Cl.C(C1=CC=CC=C1)(=N)N (benzamidine hydrochloride), C[O-].[Na+] (sodium methylate). Solvent: O1CCCC1 (tetrahydrofuran), O1CCCC1 (tetrahydrofuran). Run at temperature 25 celsius. Yields the product C1(=CC=CC=C1)C=1NC=C(N1)C1=C(C=C(C=C1)Cl)Cl (2-phenyl-4-(2,4-dichlorophenyl)imidazole). Reaction SMILES: Cl.[C:2]([NH2:10])(=[NH:9])[C:3]1[CH:8]=[CH:7][CH:6]=[CH:5][CH:4]=1.C[O-].[Na+].Br[CH2:15][C:16]([C:18]1[CH:23]=[CH:22][C:21]([Cl:24])=[CH:20][C:19]=1[Cl:25])=O>O1CCCC1>[C:3]1([C:2]2[NH:9][CH:15]=[C:16]([C:18]3[CH:23]=[CH:22][C:21]([Cl:24])=[CH:20][C:19]=3[Cl:25])[N:10]=2)[CH:8]=[CH:7][CH:6]=[CH:5][CH:4]=1 |f:0.1,2.3|. Reported procedure: A suspension of 39.8 g (0.254 mol) of benzamidine hydrochloride and 13.7 g (0.254 mol) of sodium methylate in 170 ml of tetrahydrofuran was heated under reflux for 1 hour, and cooled to 25° C. A solution of 68.0 g (0.254 mol) of the above-mentioned crude 2-bromo-2′,4′-dichloroacetophenone in 120 ml of tetrahydrofuran was added dropwise in such a manner that the reaction temperature did not exceed 30° C. After the addition was complete, 13.7 g (0.254 mol) of sodium methylate was added, and the mi... The reactants are C1(=CC=CC=C1)[C@@H]1NC(N[C@@H]1C1=CC=CC=C1)=S (cis-4,5-Diphenylimidazolidine-2-thione), CC1=C(CCl)C=C(C=C1)C (2,5-dimethylbenzyl chloride). Solvent: CCO (EtOH). Yields the product Cl.CC1=C(CSC=2N[C@@H]([C@@H](N2)C2=CC=CC=C2)C2=CC=CC=C2)C=C(C=C1)C (2-[(2,5-Dimethylbenzyl)thio]-cis-4,5-diphenyl-4,5-dihydro-1H-imidazole hydrochloride). Yield: 53.2%. RXN SMILES: [C:1]1([C@H:7]2[C@@H:11]([C:12]3[CH:17]=[CH:16][CH:15]=[CH:14][CH:13]=3)[NH:10][C:9](=[S:18])[NH:8]2)[CH:6]=[CH:5][CH:4]=[CH:3][CH:2]=1.[CH3:19][C:20]1[CH:27]=[CH:26][C:25]([CH3:28])=[CH:24][C:21]=1[CH2:22][Cl:23]>CCO>[ClH:23].[CH3:19][C:20]1[CH:27]=[CH:26][C:25]([CH3:28])=[CH:24][C:21]=1[CH2:22][S:18][C:9]1[NH:8][C@H:7]([C:1]2[CH:2]=[CH:3][CH:4]=[CH:5][CH:6]=2)[C@H:11]([C:12]2[CH:13]=[CH:14][CH:15]=[CH:16][CH:17]=2)[N:10]=1 |f:3.4|. Reported procedure: A mixture of intermediate 25 (200 mg, 0.786 mmol) and 2,5-dimethylbenzyl chloride (0.269 mL, 1.57 mmol) in abs. EtOH (2 mL) is heated at 95° C. for 24 h. The reaction mixture is cooled to RT, evaporated to dryness, and the residue suspended in Et2O. The insoluble material is filtered to give 171 mg of the product 230. 1H NMR (DMSO-d6) δ 11.20 (s, 2 H), 7.38 (s, 1 H), 7.30-7.00 (m, 8 H), 7.00-6.85 (m, 4 H), 5.82 (s, 2 H), 4.75 (s, 2 H), 2.40 (s, 3 H), 2.30 (s, 3 H); MS: m/z 373 (M++1).